This data is from the Open Reaction Database (ORD), a public repository of structured organic reaction records. The task is: describe an organic reaction: reactants, conditions, products, and yield Starting materials: [BH4-], C1CCOC1, CO, Cc1cc(OCc2c(C(C)C)cnn2-c2c(Cl)cccc2Cl)ccc1C(C)C=O, [Na+]. Product: Cc1cc(OCc2c(C(C)C)cnn2-c2c(Cl)cccc2Cl)ccc1C(C)CO. Reaction SMILES: [BH4-:30].[CH2:32]1[O:33][CH2:34][CH2:35][CH2:36]1.[CH3:37][OH:38].[Cl:1][c:2]1[c:3](-[n:9]2[n:10][cH:11][c:12]([CH:27]([CH3:28])[CH3:29])[c:13]2[CH2:14][O:15][c:16]2[cH:17][c:18]([CH3:26])[c:19]([CH:22]([CH:23]=[O:24])[CH3:25])[cH:20][cH:21]2)[c:4]([Cl:8])[cH:5][cH:6][cH:7]1.[Na+:31]>>[Cl:1][c:2]1[c:3](-[n:9]2[n:10][cH:11][c:12]([CH:27]([CH3:28])[CH3:29])[c:13]2[CH2:14][O:15][c:16]2[cH:17][c:18]([CH3:26])[c:19]([CH:22]([CH2:23][OH:24])[CH3:25])[cH:20][cH:21]2)[c:4]([Cl:8])[cH:5][cH:6][cH:7]1. Starting materials: COC(N)=O, Cc1ccccc1, O=C=NS(=O)(=O)c1ccc(Cl)cc1. Product: COC(=O)NC(=O)NS(=O)(=O)c1ccc(Cl)cc1. RXN SMILES: [C:1]([NH2:2])([O:3][CH3:4])=[O:5].[CH3:19][c:20]1[cH:21][cH:22][cH:23][cH:24][cH:25]1.[Cl:6][c:7]1[cH:8][cH:9][c:10]([S:13](=[O:14])(=[O:15])[N:16]=[C:17]=[O:18])[cH:11][cH:12]1>>[C:1]([NH:2][C:17]([NH:16][S:13]([c:10]1[cH:9][cH:8][c:7]([Cl:6])[cH:12][cH:11]1)(=[O:14])=[O:15])=[O:18])([O:3][CH3:4])=[O:5]. Starting materials: BrB(Br)Br, COc1ccc2cc(C3=NC(C)(C)CO3)cnc2c1, ClCCl. Yields the product CC1(C)COC(c2cnc3cc(O)ccc3c2)=N1. RXN SMILES: [B:20]([Br:21])([Br:22])[Br:23].[CH3:1][O:2][c:3]1[cH:4][cH:5][c:6]2[cH:7][c:8]([C:13]3=[N:17][C:16]([CH3:18])([CH3:19])[CH2:15][O:14]3)[cH:9][n:10][c:11]2[cH:12]1.[Cl:24][CH2:25][Cl:26]>>[OH:2][c:3]1[cH:4][cH:5][c:6]2[cH:7][c:8]([C:13]3=[N:17][C:16]([CH3:18])([CH3:19])[CH2:15][O:14]3)[cH:9][n:10][c:11]2[cH:12]1.